Dataset: the Open Reaction Database (ORD), a public repository of structured organic reaction records. Task: describe an organic reaction: reactants, conditions, products, and yield Isolated yield 83.0%. RXN SMILES: [Cl:1][C:2]1[C:6]([Cl:7])=[C:5]([C:8]([OH:10])=[O:9])[S:4][N:3]=1.Cl.O.C([O-])(O)=O.[Na+].[CH2:18](O)[CH3:19]>>[Cl:1][C:2]1[C:6]([Cl:7])=[C:5]([C:8]([O:10][CH2:18][CH3:19])=[O:9])[S:4][N:3]=1 |f:3.4|. Procedure details: 3,4-Dichloro-5-isothiazolecarboxylic acid (55 g; 0.278 mol) was dissolved in 500 ml of ethanol. The solution was saturated with hydrochloric acid and then refluxed for 3 hrs. The ethanol was distilled on a rotary evaporator leaving a residue which was then charged into 200 ml of water and neutralized with NaHCO3. The water layer was extracted with 2x200 ml of Ch2CL2. The extracts were combined, dried over MgSO4, filtered and the solvent distilled. The remaining liquid was distilled to yield 52.3... Reactants: ClC1=NSC(=C1Cl)C(=O)O (3,4-Dichloro-5-isothiazolecarboxylic acid), C(C)O (ethanol), O (water), C(=O)(O)[O-].[Na+] (NaHCO3), Cl (hydrochloric acid). Product: ClC1=NSC(=C1Cl)C(=O)OCC (ethyl 3,4-dichloroisothiazol-5-carboxylate). Reactants: CC1CNCC(C)O1, Cc1ccccc1, O=C1CCN(CC23CC(c4ccccc42)c2ccc(Cl)cc23)CC1. Product: CC1CN(C2CCN(CC34CC(c5ccccc53)c3ccc(Cl)cc34)CC2)CC(C)O1. Reaction SMILES: [CH3:25][CH:26]1[O:27][CH:28]([CH3:32])[CH2:29][NH:30][CH2:31]1.[CH3:33][c:34]1[cH:35][cH:36][cH:37][cH:38][cH:39]1.[Cl:1][c:2]1[cH:3][c:4]2[c:13]([cH:14][cH:15]1)[CH:12]1[c:11]3[c:6]([cH:7][cH:8][cH:9][cH:10]3)[C:5]2([CH2:17][N:18]2[CH2:19][CH2:20][C:21](=[O:24])[CH2:22][CH2:23]2)[CH2:16]1>>[Cl:1][c:2]1[cH:3][c:4]2[c:13]([cH:14][cH:15]1)[CH:12]1[c:11]3[c:6]([cH:7][cH:8][cH:9][cH:10]3)[C:5]2([CH2:17][N:18]2[CH2:19][CH2:20][CH:21]([N:30]3[CH2:29][CH:28]([CH3:32])[O:27][CH:26]([CH3:25])[CH2:31]3)[CH2:22][CH2:23]2)[CH2:16]1. Reactants: BrC1=CC(=C(C=C1F)NCC(=O)O)[N+](=O)[O-] (N-(4-bromo-5-fluoro-2-nitrophenyl)glycine), BrC1=C(C=C(C(=C1)[N+](=O)[O-])F)NCC(=O)O (N-(2-bromo-5-fluoro-4-nitrophenyl)glycine), O.O.[Sn](Cl)Cl (tin (II) chloride dihydrate). The solvent is C(C)O (ethanol). Yields the product BrC1=C(C=C2NCC(NC2=C1)=O)F (7-Bromo-6-fluoro-3,4-dihydroquinoxaline-2(1H)-one). Isolated yield 24.0%. Reaction SMILES: [Br:1][C:2]1[C:7]([F:8])=[CH:6][C:5]([NH:9][CH2:10][C:11](O)=[O:12])=[C:4]([N+:14]([O-])=O)[CH:3]=1.BrC1C=C([N+]([O-])=O)C(F)=CC=1NCC(O)=O.O.O.[Sn](Cl)Cl>C(O)C>[Br:1][C:2]1[CH:3]=[C:4]2[C:5]([NH:9][CH2:10][C:11](=[O:12])[NH:14]2)=[CH:6][C:7]=1[F:8] |f:2.3.4|. Procedure: A solution of mixture of N-(4-bromo-5-fluoro-2-nitrophenyl)glycine and N-(2-bromo-5-fluoro-4-nitrophenyl)glycine (0.150 g, 0.512 mmol, as prepared above) and tin (II) chloride dihydrate (0.346 g, 1.53 mmol, Aldrich, used as received) in ethanol (3.0 mL) was refluxed for 30 min. It was then cooled to r.t. and the solvent was removed under vacuum. The residue was diluted with water (10 mL) and basified with saturated NaHCO3 (3.0 mL) to pH ~8. The resulting white suspension was extracted with ethyl...